This data is from the Open Reaction Database (ORD), a public repository of structured organic reaction records. The task is: describe an organic reaction: reactants, conditions, products, and yield The reactants are C(C1=CC=CC=C1)OC(=O)NC(C(=O)OCC)O (ethyl 2-(benzyloxycarbonylamino)-2-(hydroxy)acetate), N1=CC=CC=C1 (pyridine), C(C)(=O)OC(C)=O (acetic anhydride). Solvent: O1CCCC1 (tetrahydrofuran). The product is C(C1=CC=CC=C1)OC(=O)NC(C(=O)OCC)OC(C)=O (Ethyl 2-(Benzyloxycarbonylamino)-2-(acetoxy)acetate). RXN SMILES: [CH2:1]([O:8][C:9]([NH:11][CH:12]([OH:18])[C:13]([O:15][CH2:16][CH3:17])=[O:14])=[O:10])[C:2]1[CH:7]=[CH:6][CH:5]=[CH:4][CH:3]=1.N1C=CC=CC=1.[C:25](OC(=O)C)(=[O:27])[CH3:26]>O1CCCC1>[CH2:1]([O:8][C:9]([NH:11][CH:12]([O:18][C:25](=[O:27])[CH3:26])[C:13]([O:15][CH2:16][CH3:17])=[O:14])=[O:10])[C:2]1[CH:3]=[CH:4][CH:5]=[CH:6][CH:7]=1. Reported procedure: The above ethyl 2-(benzyloxycarbonylamino)-2-(hydroxy)acetate (24.9 g), 34.2 ml of pyridine and 24.3 ml of acetic anhydride in 250 ml of tetrahydrofuran was stirred at room temperature for 30 minutes. It was then concentrated in vacuo, and dried under high vacuum for 4 hours to give 25.0 g of the title compound. The reactants are Cc1cc(Br)c(NC(C)C)cc1C, ClCCl, CN(C)c1ccccc1, CC(C)(C)OC(=O)N1CCC(C(=O)Cl)CC1. The product is Cc1cc(Br)c(N(C(=O)C2CCN(C(=O)OC(C)(C)C)CC2)C(C)C)cc1C. RXN SMILES: [Br:26][c:27]1[c:28]([NH:29][CH:30]([CH3:31])[CH3:32])[cH:33][c:34]([CH3:38])[c:35]([CH3:37])[cH:36]1.[CH2:39]([Cl:40])[Cl:41].[CH3:1][N:2]([c:3]1[cH:4][cH:5][cH:6][cH:7][cH:8]1)[CH3:9].[Cl:10][C:11](=[O:12])[CH:13]1[CH2:14][CH2:15][N:16]([C:19](=[O:20])[O:21][C:22]([CH3:23])([CH3:24])[CH3:25])[CH2:17][CH2:18]1>>[C:11](=[O:12])([CH:13]1[CH2:14][CH2:15][N:16]([C:19](=[O:20])[O:21][C:22]([CH3:23])([CH3:24])[CH3:25])[CH2:17][CH2:18]1)[N:29]([c:28]1[c:27]([Br:26])[cH:36][c:35]([CH3:37])[c:34]([CH3:38])[cH:33]1)[CH:30]([CH3:31])[CH3:32]. Starting materials: CC(C)(C)OC(=O)Cn1cccc(NS(=O)(=O)Cc2ccccc2)c1=O, CCOC(C)=O, Cl. The product is O=C(O)Cn1cccc(NS(=O)(=O)Cc2ccccc2)c1=O. Reaction SMILES: [CH2:2]([c:3]1[cH:4][cH:5][cH:6][cH:7][cH:8]1)[S:9](=[O:10])(=[O:11])[NH:12][c:13]1[c:14](=[O:27])[n:15]([CH2:19][C:20](=[O:21])[O:22][C:23]([CH3:24])([CH3:25])[CH3:26])[cH:16][cH:17][cH:18]1.[CH3:28][CH2:29][O:30][C:31](=[O:32])[CH3:33].[ClH:1]>>[CH2:2]([c:3]1[cH:4][cH:5][cH:6][cH:7][cH:8]1)[S:9](=[O:10])(=[O:11])[NH:12][c:13]1[c:14](=[O:27])[n:15]([CH2:19][C:20](=[O:21])[OH:22])[cH:16][cH:17][cH:18]1. Run in CO (methanol). Procedure details: To a solution of (6R,6aS,14aR)-methyl 1,6,8,14a-tetrahydroxy-11-((2S,3R,4R,5R,6S)-4-hydroxy-3,5-dimethoxy-6-methyltetrahydro-2H-pyran-2-ylamino)-6a-methoxy-3-methyl-7,9,12,14-tetraoxo-5,6,6a,7,9,12,14,14a-octahydrobenzo[a]tetracene-2-carboxylate (100 mg, 0.14 mmol) in methanol (3 mL) was added 3-methoxypropan-1-amine (127 mg, 1.43 mmol). The reaction mixture was stirred at room temperature under nitrogen for 2 h. The reaction was quenched by adding saturated ammonium chloride solution (25 mL). T... As a reaction SMILES: [OH:1][C:2]1[C:7]2[C@@:8]3([OH:45])[C@@:21]([O:25][CH3:26])([C@H:22]([OH:24])[CH2:23][C:6]=2[CH:5]=[C:4]([CH3:46])[C:3]=1[C:47]([O:49][CH3:50])=[O:48])[C:20](=[O:27])[C:19]1[C:10](=[CH:11][C:12]2[C:13](=[O:43])[C:14]([NH:30][C@@H:31]4[C@H:36]([O:37][CH3:38])[C@H:35]([OH:39])[C@@H:34]([O:40][CH3:41])[C@H:33]([CH3:42])[O:32]4)=[CH:15][C:16](=O)[C:17]=2[C:18]=1[OH:28])[C:9]3=[O:44].[CH3:51][O:52][CH2:53][CH2:54][CH2:55][NH2:56]>CO>[OH:1][C:2]1[C:7]2[C@@:8]3([OH:45])[C@@:21]([O:25][CH3:26])([C@H:22]([OH:24])[CH2:23][C:6]=2[CH:5]=[C:4]([CH3:46])[C:3]=1[C:47]([O:49][CH3:50])=[O:48])[C:20](=[O:27])[C:19]1[C:10](=[CH:11][C:12]2[C:13](=[O:43])[C:14]([NH:30][C@@H:31]4[C@H:36]([O:37][CH3:38])[C@H:35]([OH:39])[C@@H:34]([O:40][CH3:41])[C@H:33]([CH3:42])[O:32]4)=[CH:15]/[C:16](=[N:56]\[CH2:55][CH2:54][CH2:53][O:52][CH3:51])/[C:17]=2[C:18]=1[OH:28])[C:9]3=[O:44]. Yield: 49.5%. Product: OC1=C(C(=CC2=C1[C@@]1(C(C3=CC=4C(C(=C\C(\C4C(=C3C([C@@]1([C@@H](C2)O)OC)=O)O)=N/CCCOC)N[C@H]2O[C@H]([C@@H]([C@H]([C@H]2OC)O)OC)C)=O)=O)O)C)C(=O)OC ((6R,6aS,14aR,E)-methyl 1,6,8,14a-tetrahydroxy-11-((2S,3R,4R,5R,6S)-4-hydroxy-3,5-dimethoxy-6-methyltetrahydro-2H-pyran-2-ylamino)-6a-methoxy-9-(3-methoxypropylimino)-3-methyl-7,12,14-trioxo-5,6,6a,7,9,12,14,14a-octahydrobenzo[a]tetracene-2-carboxylate). Run at time 2 hour. The reactants are OC1=C(C(=CC2=C1[C@@]1(C(C3=CC=4C(C(=CC(C4C(=C3C([C@@]1([C@@H](C2)O)OC)=O)O)=O)N[C@H]2O[C@H]([C@@H]([C@H]([C@H]2OC)O)OC)C)=O)=O)O)C)C(=O)OC ((6R,6aS,14aR)-methyl 1,6,8,14a-tetrahydroxy-11-((2S,3R,4R,5R,6S)-4-hydroxy-3,5-dimethoxy-6-methyltetrahydro-2H-pyran-2-ylamino)-6a-methoxy-3-methyl-7,9,12,14-tetraoxo-5,6,6a,7,9,12,14,14a-octahydrobenzo[a]tetracene-2-carboxylate), COCCCN (3-methoxypropan-1-amine). The reactants are CCOC(=O)CBr, CN(C)C=O, [H-], [Na+], Cc1[nH]c(=O)c(C#N)cc1-c1ccc(O)cc1. Yields the product CCOC(=O)COc1ccc(-c2cc(C#N)c(=O)[nH]c2C)cc1. Reaction SMILES: [Br:20][CH2:21][C:22](=[O:23])[O:24][CH2:25][CH3:26].[CH3:27][N:28]([CH3:29])[CH:30]=[O:31].[H-:1].[Na+:2].[OH:3][c:4]1[cH:5][cH:6][c:7](-[c:10]2[cH:11][c:12]([C:18]#[N:19])[c:13](=[O:17])[nH:14][c:15]2[CH3:16])[cH:8][cH:9]1>>[O:3]([c:4]1[cH:5][cH:6][c:7](-[c:10]2[cH:11][c:12]([C:18]#[N:19])[c:13](=[O:17])[nH:14][c:15]2[CH3:16])[cH:8][cH:9]1)[CH2:21][C:22](=[O:23])[O:24][CH2:25][CH3:26]. Reactants: [O-]S(=O)S(=O)[O-].[Na+].[Na+] (Na2S2O4), BrC=1C(=C(C(=NC1)N)[N+](=O)[O-])N1CCN(CC1)CC=1N=C(SC1)C(C)C (5-bromo-4-(4-((2-isopropylthiazol-4-yl)methyl)piperazin-1-yl)-3-nitropyridin-2-amine), CCO (EtOH), C(C1=CC=C(C=C1)OC)=O (p-anisaldehyde). Reagents/catalysts: N (NH3). Solvent: C(Cl)Cl (DCM), CN(C)C=O (DMF). Reaction conditions: temperature 85 celsius. Product: BrC=1C(=C2C(=NC1)NC(=N2)C2=CC=C(C=C2)OC)N2CCN(CC2)CC=2N=C(SC2)C(C)C (4-((4-(6-Bromo-2-(4-methoxyphenyl)-3H-imidazo[4,5-b]pyridin-7-yl)piperazin-1-yl)methyl)-2-isopropylthiazole). Isolated yield 24.0%. As a reaction SMILES: [Br:1][C:2]1[C:3]([N:12]2[CH2:17][CH2:16][N:15]([CH2:18][C:19]3[N:20]=[C:21]([CH:24]([CH3:26])[CH3:25])[S:22][CH:23]=3)[CH2:14][CH2:13]2)=[C:4]([N+:9]([O-])=O)[C:5]([NH2:8])=[N:6][CH:7]=1.CCO.[CH:30](=O)[C:31]1[CH:36]=[CH:35][C:34]([O:37][CH3:38])=[CH:33][CH:32]=1.[O-]S(S([O-])=O)=O.[Na+].[Na+]>C(Cl)Cl.N.CN(C=O)C>[Br:1][C:2]1[C:3]([N:12]2[CH2:17][CH2:16][N:15]([CH2:18][C:19]3[N:20]=[C:21]([CH:24]([CH3:26])[CH3:25])[S:22][CH:23]=3)[CH2:14][CH2:13]2)=[C:4]2[N:9]=[C:30]([C:31]3[CH:36]=[CH:35][C:34]([O:37][CH3:38])=[CH:33][CH:32]=3)[NH:8][C:5]2=[N:6][CH:7]=1 |f:3.4.5|. Procedure details: To a mixture of 5-bromo-4-(4-((2-isopropylthiazol-4-yl)methyl)piperazin-1-yl)-3-nitropyridin-2-amine (0.066 g, 0.15 mmol), EtOH (2.6 mL) and DMF (0.35 mL), p-anisaldehyde (0.023 g, 0.165 mmol) was added followed by a freshly prepared aqueous solution of Na2S2O4 (1M; 0.45 mL, 0.45 mmol). The reaction mixture was heated at 85° C. for 24 h, then allowed to cool to room temperature and diluted with DCM and a few drops of aqueous NH3 until complete dissolution was observed. This solution was deposite... The reactants are CCCCCCC (n-heptane), C(C=C)(=O)N (acrylamide), C=C(C(C(C(=C)O)O)O)O (DADM), ClCl (chlorine). Run in C(C)O (ethanol), O (water). Run at temperature 0 celsius. The product is solids, C(C=C)(=O)N.C=C(C(C(C(=C)O)O)O)O (acrylamide DADM). The yield is 20.0%. As a reaction SMILES: [C:1]([NH2:5])(=[O:4])[CH:2]=[CH2:3].[CH2:6]=[C:7]([OH:15])[CH:8]([OH:14])[CH:9]([OH:13])[C:10]([OH:12])=[CH2:11].CCCCCCC.ClCl>O.C(O)C>[C:1]([NH2:5])(=[O:4])[CH:2]=[CH2:3].[CH2:6]=[C:7]([OH:15])[CH:8]([OH:14])[CH:9]([OH:13])[C:10]([OH:12])=[CH2:11] |f:6.7|. Procedure details: A 20% solids copolymer of acrylamide-DADM of molecular weight of 180,000 is prepared by polymerization of 75 wt % of acrylamide and 25 wt % of DADM. 50 parts of the copolymer is diluted with 150 parts of water in the reaction flask. 150 Parts of n-heptane are added and the mixture is stirred and cooled externally to 0° C. 1598 c.c. of chlorine are charged into the reaction mixture in 15 minutes while the temperature of the reaction mixture is kept at 0° C. to 2° C. during the chlorination proces...